This data is from the Open Reaction Database (ORD), a public repository of structured organic reaction records. The task is: describe an organic reaction: reactants, conditions, products, and yield Reactants: C1(=CC=CC=C1)C1=CC=CC=C1.C1=CC(=CC=C1C(=O)CCCN2CCC(CC2)(C=3C=CC(=CC3)Cl)O)F (para-biphenyl haloperidol), C1(CC1)C(=O)C1CC1.C1(=CC=CC=C1)C1=CC=CC=C1 (biphenyl cyclopropyl ketone), ClC1=CC=C(C=C1)C1(CCN(CC1)CCCC(=O)C1=C(C=CC=C1)C1=CC=CC=C1)O (4-(4-(p-chlorophenyl)-4-hydroxypiperidinyl)-2'-phenylbutyrophenone), ClC1=CC=C(C=C1)C1(CCN(CC1)CCCC(=O)C1=CC(=CC=C1)C1=CC=CC=C1)O (4-(4-(p-chlorophenyl)-4-hydroxypiperidinyl)-3'-phenylbutyrophenone), o-biphenyl haldol. Run in C(C)(=O)OCC (ethyl acetate), C=1(C(=CC=CC1)C)C (xylene). Product: C1(=CC=CC=C1)C1=CC=CC=C1 (meta biphenyl), CCCCCC (hexane). Isolated yield 12.0%. RXN SMILES: Cl[C:2]1[CH:7]=[CH:6][C:5](C2(O)CCN(CCCC([C:19]3[CH:24]=[CH:23][CH:22]=[CH:21][C:20]=3[C:25]3[CH:30]=[CH:29][CH:28]=[CH:27][CH:26]=3)=O)CC2)=[CH:4][CH:3]=1.ClC1C=CC(C2(O)CCN(CCCC(C3C=CC=C(C4C=CC=CC=4)C=3)=O)CC2)=CC=1.C1(C(C2CC2)=O)CC1.C1(C2C=CC=CC=2)C=CC=CC=1.C1(C2C=CC=CC=2)C=CC=CC=1.C1C(C(CCCN2CCC(O)(C3C=CC(Cl)=CC=3)CC2)=O)=CC=C(F)C=1>C1(C)C(C)=CC=CC=1.C(OCC)(=O)C>[C:20]1([C:25]2[CH:26]=[CH:27][CH:28]=[CH:29][CH:30]=2)[CH:21]=[CH:22][CH:23]=[CH:24][CH:19]=1.[CH3:6][CH2:7][CH2:2][CH2:3][CH2:4][CH3:5] |f:2.3,4.5|. Reported procedure: This example describes the synthesis of both 4-(4-(p-chlorophenyl)-4-hydroxypiperidinyl)-2'-phenylbutyrophenone (UCSF51) and 4-(4-(p-chlorophenyl)-4-hydroxypiperidinyl)-3'-phenylbutyrophenone (UCSF52). The ortho and meta biphenyl analogs of halopeddol were prepared from the opening of the cyclopropyl ring of the corresponding biphenyl cyclopropyl ketone (875 mg of the ortho isomer and 500 mg of the meta isomer) by 4-(4 chlorophenyl)4-hydroxy pipeddine by refluxing the two reagents in xylene for ... Starting materials: C(C)(C)(C)OC(=O)N1CCC(CC1)CCO (1-(tert-butoxycarbonyl)piperidine-4-ethanol), [Cr](=O)(=O)([O-])Cl.[NH+]1=CC=CC=C1 (pyridinium chlorochromate). Solvent: C(Cl)Cl (methylene chloride). Conditions: time 3 day. The product is C(C)(C)(C)OC(=O)N1CCC(CC1)CC=O (1-(tert-Butoxycarbonyl)piperidine-4-acetaldehyde). Yield: 80.0%. Reaction SMILES: [C:1]([O:5][C:6]([N:8]1[CH2:13][CH2:12][CH:11]([CH2:14][CH2:15][OH:16])[CH2:10][CH2:9]1)=[O:7])([CH3:4])([CH3:3])[CH3:2].[Cr](Cl)([O-])(=O)=O.[NH+]1C=CC=CC=1>C(Cl)Cl>[C:1]([O:5][C:6]([N:8]1[CH2:13][CH2:12][CH:11]([CH2:14][CH:15]=[O:16])[CH2:10][CH2:9]1)=[O:7])([CH3:4])([CH3:3])[CH3:2] |f:1.2|. Procedure details: A solution of 1-(tert-butoxycarbonyl)piperidine-4-ethanol (5.0 g, 22 mmol) in methylene chloride (100 mL) was treated with pyridinium chlorochromate (5.2 g, 24 mmol), and diatomaceous earth (5 g). After 3 days, the mixture was filtered through diatomaceous earth, concentrated, and the residue purified by column chromatography (SiO2: 20 to 30% EtOAc:hexanes) affording 4.0 g (81%) of the title compound.